This data is from the Open Reaction Database (ORD), a public repository of structured organic reaction records. The task is: describe an organic reaction: reactants, conditions, products, and yield Starting materials: Cl (hydrochloric acid), ClC=1N=CC2=C(N(CC(C(N2)=O)(F)F)C2CCCC2)N1 (2-chloro-9-cyclopentyl-7,7-difluoro-5,7,8,9-tetrahydro-pyrimido[4,5-b][1,4]diazepin-6-one), NC1=C(C=C(C(=O)O)C=C1)OC (4-amino-3-methoxy-benzoic acid). Run in C(C)O (ethanol). Yields the product C1(CCCC1)N1C2=C(NC(C(C1)(F)F)=O)C=NC(=N2)NC2=C(C=C(C(=O)O)C=C2)OC (4-(9-cyclopentyl-7,7-difluoro-6-oxo-6,7,8,9-tetrahydro-5H-pyrimido[4,5-b][1,4]diazepin-2-ylamino)-3-methoxy-benzoic acid). Isolated yield 67.6%. As a reaction SMILES: Cl[C:2]1[N:3]=[CH:4][C:5]2[NH:11][C:10](=[O:12])[C:9]([F:14])([F:13])[CH2:8][N:7]([CH:15]3[CH2:19][CH2:18][CH2:17][CH2:16]3)[C:6]=2[N:20]=1.[NH2:21][C:22]1[CH:30]=[CH:29][C:25]([C:26]([OH:28])=[O:27])=[CH:24][C:23]=1[O:31][CH3:32].Cl>C(O)C>[CH:15]1([N:7]2[CH2:8][C:9]([F:14])([F:13])[C:10](=[O:12])[NH:11][C:5]3[CH:4]=[N:3][C:2]([NH:21][C:22]4[CH:30]=[CH:29][C:25]([C:26]([OH:28])=[O:27])=[CH:24][C:23]=4[O:31][CH3:32])=[N:20][C:6]2=3)[CH2:19][CH2:18][CH2:17][CH2:16]1. Procedure: A mixture of 0.30 g (0.99 mmole) of 2-chloro-9-cyclopentyl-7,7-difluoro-5,7,8,9-tetrahydro-pyrimido[4,5-b][1,4]diazepin-6-one (VI-20) and 0.20 g (1.19 mmole) of 4-amino-3-methoxy-benzoic acid in a 1:4 mixture of 5 mL of ethanol and 1M hydrochloric acid was heated at 100 degrees for 18 hours. After cooling, the precipitate was collected by filtration, washed with water and dried to give 0.29 g of 4-(9-cyclopentyl-7,7-difluoro-6-oxo-6,7,8,9-tetrahydro-5H-pyrimido[4,5-b][1,4]diazepin-2-ylamino)-3-m...